Task: describe an organic reaction: reactants, conditions, products, and yield. Dataset: the Open Reaction Database (ORD), a public repository of structured organic reaction records Reactants: COC(=O)C=Cc1cccc(CNC(=O)OC(C)(C)C)c1, CO, [Na+], [Na+], O=C([O-])[O-], O. The product is CC(C)(C)OC(=O)NCc1cccc(C=CC(=O)O)c1. RXN SMILES: [C:1]([CH3:2])([CH3:3])([CH3:4])[O:5][C:6](=[O:7])[NH:8][CH2:9][c:10]1[cH:11][c:12]([CH:16]=[CH:17][C:18](=[O:19])[O:20][CH3:21])[cH:13][cH:14][cH:15]1.[CH3:29][OH:30].[Na+:22].[Na+:23].[O-:24][C:25](=[O:26])[O-:27].[OH2:28]>>[C:1]([CH3:2])([CH3:3])([CH3:4])[O:5][C:6](=[O:7])[NH:8][CH2:9][c:10]1[cH:11][c:12]([CH:16]=[CH:17][C:18](=[O:19])[OH:20])[cH:13][cH:14][cH:15]1. Starting materials: C(C)(C)(C)OC(=O)N1CCC2=C(N(N=C2CC1)CC)OS(=O)(=O)C(F)(F)F (2-ethyl-3-trifluoromethanesulfonyloxy-4,5,7,8-tetrahydro-2H-1,2,6-triaza-azulene-6-carboxylic acid tert-butyl ester), S1C(=CC=C1)B(O)O (2-thiopheneboronic acid). Product: C(C)N1N=C2CCNCCC2=C1C=1SC=CC1 (2-Ethyl-3-thiophen-2-yl-2,4,5,6,7,8-hexahydro-1,2,6-triaza-azulene). Isolated yield 114.1%. As a reaction SMILES: C(OC([N:8]1[CH2:17][CH2:16][C:15]2[C:11](=[C:12](OS(C(F)(F)F)(=O)=O)[N:13]([CH2:18][CH3:19])[N:14]=2)[CH2:10][CH2:9]1)=O)(C)(C)C.[S:28]1[CH:32]=[CH:31][CH:30]=[C:29]1B(O)O>>[CH2:18]([N:13]1[C:12]([C:29]2[S:28][CH:32]=[CH:31][CH:30]=2)=[C:11]2[C:15]([CH2:16][CH2:17][NH:8][CH2:9][CH2:10]2)=[N:14]1)[CH3:19]. Procedure details: The title compound (101 mg) was prepared as in Example 177, Steps C and D, using 148 mg of 2-ethyl-3-trifluoromethanesulfonyloxy-4,5,7,8-tetrahydro-2H-1,2,6-triaza-azulene-6-carboxylic acid tert-butyl ester (Example 193, Step A) and 306 mg of 2-thiopheneboronic acid. MS (ESI): exact mass calculated for C13H17N3S, 247.11. found, m/z 248.4 [M+H]+. 1H NMR (500 MHz, CDCl3): 7.62-7.57 (m, 1H), 7.16-7.11 (m, 1H), 7.10-7.05 (m, 1H), 3.98 (q, J=7.1 Hz, 2H), 3.33-3.27 (m, 2H), 3.24-3.18 (m, 2H), 3.07-3.0...